From a dataset of the Open Reaction Database (ORD), a public repository of structured organic reaction records. describe an organic reaction: reactants, conditions, products, and yield Reactants: ClC=1C=C2CC(C(C2=CC1)=NNC(=O)NC1=CC=C(C=C1)C(F)(F)F)(O)C1=CC=C(C=C1)Cl (2-[5-Chloro-2-(4-chlorophenyl)-2,3-dihydro-2-hydroxy-1H-inden-1-ylidene]-N-[4-(trifluoromethyl)phenyl]hydrazine-carboxamide), C=O (paraformaldehyde), O.C1(=CC=C(C=C1)S(=O)(=O)O)C (p-toluene sulfonic acid monohydrate). Solvent: C(C)#N (acetonitrile). Yields the product ClC=1C=C2CC3(C(=NN(CO3)C(=O)NC3=CC=C(C=C3)C(F)(F)F)C2=CC1)C1=CC=C(C=C1)Cl (7-Chloro-4a-(4-chlorophenyl)-4a,5-dihydro-N-[4-(trifluoromethyl)phenyl]-indeno[1,2-e][1,3,4]oxadiazine-2(3H)-carboxamide). Isolated yield 172.8%. Reaction SMILES: [Cl:1][C:2]1[CH:3]=[C:4]2[C:8](=[CH:9][CH:10]=1)[C:7](=[N:11][NH:12][C:13]([NH:15][C:16]1[CH:21]=[CH:20][C:19]([C:22]([F:25])([F:24])[F:23])=[CH:18][CH:17]=1)=[O:14])[C:6]([C:27]1[CH:32]=[CH:31][C:30]([Cl:33])=[CH:29][CH:28]=1)([OH:26])[CH2:5]2.C=O.O.[C:37]1(C)C=CC(S(O)(=O)=O)=CC=1>C(#N)C>[Cl:1][C:2]1[CH:3]=[C:4]2[C:8](=[CH:9][CH:10]=1)[C:7]1=[N:11][N:12]([C:13]([NH:15][C:16]3[CH:17]=[CH:18][C:19]([C:22]([F:25])([F:24])[F:23])=[CH:20][CH:21]=3)=[O:14])[CH2:37][O:26][C:6]1([C:27]1[CH:28]=[CH:29][C:30]([Cl:33])=[CH:31][CH:32]=1)[CH2:5]2 |f:2.3|. Reported procedure: A mixture of 0.30 g (0.0006 moles) of the product obtained in Step D, 0.36 g (0.012 moles) of paraformaldehyde, 50 mg of p-toluene sulfonic acid monohydrate and 30 mL of acetonitrile was refluxed for 1 hour. The resulting mixture was partitioned between CH2Cl2 and saturated aqueous sodium bicarbonate and the aqueous layer was extracted twice with CH2Cl2. The combined organic layers were dried over MgSO4 and concentrated to give an oil that was chromatographed on silica gel using 4:1 hexanes-ethy... Reactants: C(#N)C1=NC=CC=C1C1=C(C(=CN1S(=O)(=O)C1=CC(=CC=C1)F)CN(C(OC(C)(C)C)=O)C)F (tert-butyl ({5-(2-cyanopyridin-3-yl)-4-fluoro-1-[(3-fluorophenyl)sulfonyl]-1H-pyrrol-3-yl}methyl)methylcarbamate), C(C)(=O)OCC.Cl (hydrogen chloride-ethyl acetate). The solvent is C(C)(=O)OCC (ethyl acetate), CC(C)O (2-propanol). Reaction conditions: time 3 hour. The product is Cl.FC1=C(N(C=C1CNC)S(=O)(=O)C1=CC(=CC=C1)F)C=1C(=NC=CC1)C#N (3-{3-fluoro-1-[(3-fluorophenyl)sulfonyl]-4-[(methylamino)methyl]-1H-pyrrol-2-yl}pyridine-2-carbonitrile hydrochloride). Yield: 73.0%. Reaction SMILES: [C:1]([C:3]1[C:8]([C:9]2[N:13]([S:14]([C:17]3[CH:22]=[CH:21][CH:20]=[C:19]([F:23])[CH:18]=3)(=[O:16])=[O:15])[CH:12]=[C:11]([CH2:24][N:25](C)[C:26](=O)OC(C)(C)C)[C:10]=2[F:34])=[CH:7][CH:6]=[CH:5][N:4]=1)#[N:2].C(OCC)(=O)C.[ClH:41]>C(OCC)(=O)C.CC(O)C>[ClH:41].[F:34][C:10]1[C:11]([CH2:24][NH:25][CH3:26])=[CH:12][N:13]([S:14]([C:17]2[CH:22]=[CH:21][CH:20]=[C:19]([F:23])[CH:18]=2)(=[O:16])=[O:15])[C:9]=1[C:8]1[C:3]([C:1]#[N:2])=[N:4][CH:5]=[CH:6][CH:7]=1 |f:1.2,5.6|. Procedure: To a solution of tert-butyl ({5-(2-cyanopyridin-3-yl)-4-fluoro-1-[(3-fluorophenyl)sulfonyl]-1H-pyrrol-3-yl}methyl)methylcarbamate (445 mg) in ethyl acetate (3 mL) and 2-propanol (2 mL) was added 4 mol/L hydrogen chloride-ethyl acetate solution (6 mL), and the mixture was stirred at room temperature for 3 hr. The reaction mixture was concentrated under reduced pressure, and the residue was recrystallized from a mixed solvent of ethanol and water to give the title compound as a white solid (yield ... Reactants: [BH4-], CO, NCc1ccccc1, [Na+], O=Cc1cnc2c(NCCCO)nc3cc(C(F)(F)F)ccc3n12. The product is OCCCNc1nc2cc(C(F)(F)F)ccc2n2c(CNCc3ccccc3)cnc12. As a reaction SMILES: [BH4-:33].[CH3:35][OH:36].[NH2:1][CH2:2][c:3]1[cH:4][cH:5][cH:6][cH:7][cH:8]1.[Na+:34].[OH:9][CH2:10][CH2:11][CH2:12][NH:13][c:14]1[c:15]2[n:16]([c:17]3[cH:18][cH:19][c:20]([C:24]([F:25])([F:26])[F:27])[cH:21][c:22]3[n:23]1)[c:28]([CH:31]=[O:32])[cH:29][n:30]2>>[NH:1]([CH2:2][c:3]1[cH:4][cH:5][cH:6][cH:7][cH:8]1)[CH2:31][c:28]1[n:16]2[c:15]([c:14]([NH:13][CH2:12][CH2:11][CH2:10][OH:9])[n:23][c:22]3[c:17]2[cH:18][cH:19][c:20]([C:24]([F:25])([F:26])[F:27])[cH:21]3)[n:30][cH:29]1. Starting materials: ClCCCCC(=O)Cl (5-chlorovaleryl chloride), C(C1=CC=CC=C1)ONCCCCC#N (O-benzyl-N-(4-cyanobutyl)hydroxylamine). Solvent: C(Cl)Cl (CH2Cl2), C(Cl)Cl (CH2Cl2), [OH-].[Na+] (NaOH). Reaction conditions: temperature 0 celsius, time 8 hour. Yields the product C(C1=CC=CC=C1)ON(C(CCCCCl)=O)CCCCC#N (N-(Benzyloxy)-N-(4-cyanobutyl)-5-chloropentanamide). Yield: 92.9%. RXN SMILES: [Cl:1][CH2:2][CH2:3][CH2:4][CH2:5][C:6](Cl)=[O:7].[CH2:9]([O:16][NH:17][CH2:18][CH2:19][CH2:20][CH2:21][C:22]#[N:23])[C:10]1[CH:15]=[CH:14][CH:13]=[CH:12][CH:11]=1>C(Cl)Cl.[OH-].[Na+]>[CH2:9]([O:16][N:17]([CH2:18][CH2:19][CH2:20][CH2:21][C:22]#[N:23])[C:6](=[O:7])[CH2:5][CH2:4][CH2:3][CH2:2][Cl:1])[C:10]1[CH:15]=[CH:14][CH:13]=[CH:12][CH:11]=1 |f:3.4|. Procedure details: A solution of 5-chlorovaleryl chloride (3.66 g, 23.6 mmol) in CH2Cl2 (50 mL) was slowly dripped into a mixture of amine 2 (n=4) (4.08 g, 20.0 mmol) in CH2Cl2 (100 mL) and 1N NaOH (200 mL) which had been cooled to 0° C. The mixture was stirred at 0° C. for 30 minutes and at room temperature overnight. The layers were separated and the aqueous layer was further extracted with CH2Cl2 (2×150 mL). The combined organic extracts were washed with saturated sodium chloride, and solvent was removed in vac...